This data is from the Open Reaction Database (ORD), a public repository of structured organic reaction records. The task is: describe an organic reaction: reactants, conditions, products, and yield Starting materials: C(O)([O-])=O.[Na+] (sodium hydrogen carbonate), C(C)(C)(C)OC(=O)N1CC(CCC1)=O (3-oxo-piperidine-1-carboxylic acid tert-butyl ester), CC1=CC=C(C=C1)S(=O)(=O)O (tosic acid), C1(CCCC1)OC([C@H](CC(C)C)N)=O ((S)-2-amino-4-methyl-pentanoic acid cyclopentyl ester), C(C)(=O)O[BH-](OC(C)=O)OC(C)=O.[Na+] (sodium triacetoxyborohydride). The solvent is ClC(C)Cl (dichloroethane). Reaction conditions: time 18 hour. Product: C(C)(C)(C)OC(=O)N1CC(CCC1)N[C@@H](CC(C)C)C(=O)OC1CCCC1 (1—cyclopentyl N-[1-(tert-butoxycarbonyl)piperidin-3-yl]-L-leucinate). The yield is 95.5%. As a reaction SMILES: [C:1]([O:5][C:6]([N:8]1[CH2:13][CH2:12][CH2:11][C:10](=O)[CH2:9]1)=[O:7])([CH3:4])([CH3:3])[CH3:2].CC1C=CC(S(O)(=O)=O)=CC=1.[CH:26]1([O:31][C:32](=[O:39])[C@@H:33]([NH2:38])[CH2:34][CH:35]([CH3:37])[CH3:36])[CH2:30][CH2:29][CH2:28][CH2:27]1.C(O[BH-](OC(=O)C)OC(=O)C)(=O)C.[Na+].C(=O)([O-])O.[Na+]>ClC(Cl)C>[C:1]([O:5][C:6]([N:8]1[CH2:13][CH2:12][CH2:11][CH:10]([NH:38][C@H:33]([C:32]([O:31][CH:26]2[CH2:27][CH2:28][CH2:29][CH2:30]2)=[O:39])[CH2:34][CH:35]([CH3:37])[CH3:36])[CH2:9]1)=[O:7])([CH3:4])([CH3:3])[CH3:2] |f:3.4,5.6|. Procedure details: To a solution of 3-oxo-piperidine-1-carboxylic acid tert-butyl ester (0.458 g, 2.3 mmol) in dichloroethane (18 mL) was added the tosic acid salt of (S)-2-amino-4-methyl-pentanoic acid cyclopentyl ester (0.496 g, 2.53 mmol) and sodium triacetoxyborohydride (0.975 g, 4.6 mmol). The solution was stirred at room temperature for 18 hours. An aqueous solution of sodium hydrogen carbonate (20 mL) was added and the mixture stirred for 20 minutes. The desired product was extracted into ethyl acetate (3 t... Reactants: ClC=1C=C(COC(=O)C=2C(C(=C(NC2C)C)C(=O)OC)C2=C(C=CC=C2)[N+](=O)[O-])C=CC1C (2,6-dimethyl-3-methoxycarbonyl-4-(2'-nitrophenyl)-1,4-dihydropyridine-5-carboxylic acid 3-chloro-4-methylbenzyl ester). Solvent: C(C)O (ethanol), C(C)O (ethanol). Product: COC(=O)CC(=O)/C=C/C1=CC=CC=C1[N+](=O)[O-] (2'-nitrobenzylideneacetoacetic acid methyl ester), ClC=1C=C(COC(\C=C(\C)/N)=O)C=CC1C (β-aminocrotonic acid 3-chloro-4-methylbenzyl ester). RXN SMILES: [Cl:1][C:2]1[CH:3]=[C:4]([CH:30]=[CH:31][C:32]=1[CH3:33])[CH2:5][O:6][C:7]([C:9]1[CH:10]([C:21]2[CH:26]=[CH:25][CH:24]=[CH:23][C:22]=2[N+:27]([O-:29])=[O:28])[C:11]([C:17]([O:19]C)=O)=C(C)[NH:13][C:14]=1[CH3:15])=[O:8]>C(O)C>[CH3:5][O:6][C:7]([CH2:9][C:17](/[CH:11]=[CH:10]/[C:21]1[C:22]([N+:27]([O-:29])=[O:28])=[CH:23][CH:24]=[CH:25][CH:26]=1)=[O:19])=[O:8].[Cl:1][C:2]1[CH:3]=[C:4]([CH:30]=[CH:31][C:32]=1[CH3:33])[CH2:5][O:6][C:7](=[O:8])/[CH:9]=[C:14](\[NH2:13])/[CH3:15]. Procedure: Analogously to Example 1 heating a solution of 75 mmols of 2'-nitrobenzylideneacetoacetic acid methyl ester and 75 mmols of β-aminocrotonic acid 3-chloro-4-methylbenzyl ester in 120 ml of ethanol gave 2,6-dimethyl-3-methoxycarbonyl-4-(2'-nitrophenyl)-1,4-dihydropyridine-5-carboxylic acid 3-chloro-4-methylbenzyl ester of melting point 132° C (from ethanol). Reactants: B(Br)(Br)Br (Boron tribromide), COC1=CC=C(C=C1)C=CC1=CC(C=C(O1)C(=O)O)=O (6-[2-(4-methoxyphenyl)ethenyl]-4-oxo-4H-pyran-2-carboxylic acid), O (Water). Run in C(Cl)Cl (methylene chloride). Reaction conditions: time 1 hour. The product is OC1=CC=C(C=C1)C=CC1=CC(C=C(O1)C(=O)O)=O (6-[2-(4-Hydroxyphenyl)ethenyl]-4-oxo-4H-pyran-2-carboxylic acid). Reaction SMILES: B(Br)(Br)Br.C[O:6][C:7]1[CH:12]=[CH:11][C:10]([CH:13]=[CH:14][C:15]2[O:20][C:19]([C:21]([OH:23])=[O:22])=[CH:18][C:17](=[O:24])[CH:16]=2)=[CH:9][CH:8]=1.O>C(Cl)Cl>[OH:6][C:7]1[CH:8]=[CH:9][C:10]([CH:13]=[CH:14][C:15]2[O:20][C:19]([C:21]([OH:23])=[O:22])=[CH:18][C:17](=[O:24])[CH:16]=2)=[CH:11][CH:12]=1. Procedure: Boron tribromide (2.5 ml) was added to a stirred suspension of 6-[2-(4-methoxyphenyl)ethenyl]-4-oxo-4H-pyran-2-carboxylic acid (1.4 g) in methylene chloride (140 ml) and the mixture was stirred for 3 hours at room temperature and 1 hour under reflux. Water (30 ml) was added to the stirred mixture and the solid product was crystallised from ethanol-water to give the title product (mp 256° C. with decomposition).